Dataset: the Open Reaction Database (ORD), a public repository of structured organic reaction records. Task: describe an organic reaction: reactants, conditions, products, and yield Reaction SMILES: [C:20]([Cl:21])([Cl:22])([Cl:23])[Cl:24].[Cl:19].[Cl:1][c:2]1[c:3]([NH:10][N:11]=[C:12]([C:13](=[O:14])[O:15][CH2:16][CH3:17])[CH3:18])[c:4]([Cl:9])[cH:5][c:6]([Cl:8])[cH:7]1>>[Cl:1][c:2]1[c:3]([N:10]=[N:11][C:12]([C:13](=[O:14])[O:15][CH2:16][CH3:17])([CH3:18])[Cl:21])[c:4]([Cl:9])[cH:5][c:6]([Cl:8])[cH:7]1. The reactants are ClC(Cl)(Cl)Cl, Cl, CCOC(=O)C(C)=NNc1c(Cl)cc(Cl)cc1Cl. Yields the product CCOC(=O)C(C)(Cl)N=Nc1c(Cl)cc(Cl)cc1Cl.